Dataset: the Open Reaction Database (ORD), a public repository of structured organic reaction records. Task: describe an organic reaction: reactants, conditions, products, and yield Starting materials: CO, O=C(c1ccc([N+](=O)[O-])cc1)N1CCCC(O)c2ncccc21, O. Yields the product O=[N+]([O-])c1ccc(CN2CCCC(O)c3ncccc32)cc1. RXN SMILES: [CH3:25][OH:26].[N+:1](=[O:2])([O-:3])[c:4]1[cH:5][cH:6][c:7]([C:8](=[O:9])[N:10]2[c:11]3[c:12]([n:18][cH:19][cH:20][cH:21]3)[CH:13]([OH:17])[CH2:14][CH2:15][CH2:16]2)[cH:22][cH:23]1.[OH2:24]>>[N+:1](=[O:2])([O-:3])[c:4]1[cH:5][cH:6][c:7]([CH2:8][N:10]2[c:11]3[c:12]([n:18][cH:19][cH:20][cH:21]3)[CH:13]([OH:17])[CH2:14][CH2:15][CH2:16]2)[cH:22][cH:23]1. Starting materials: C1(=CC=CC=C1)C(C1=CC=CC=C1)OC(=O)C1=C(CS[C@H]2N1C([C@H]2NC(CC(F)F)=S)=O)SCSC=2N=NNC2 (7β-difluoromethylthioacetamido-3(1,2,3-triazol-4-ylthiomethylthio)-3-cephem-4-carboxylic acid diphenylmethyl ester), FC(C(=O)O)(F)F (trifluoroacetic acid). The solvent is ClCCl (dichloromethane), C1(=CC=CC=C1)OC (anisole). Conditions: time 1 hour. The product is FC(F)CC(=S)N[C@H]1[C@@H]2N(C(=C(CS2)SCSC=2N=NNC2)C(=O)O)C1=O (7β-difluoromethylthioacetamido -3-(1,2,3- triazol-4-ylthiomethylthio) -3-cephem-4-carboxylic acid). Yield: 79.8%. RXN SMILES: C1(C([O:14][C:15]([C:17]2[N:22]3[C:23](=[O:32])[C@@H:24]([NH:25][C:26](=[S:31])[CH2:27][CH:28]([F:30])[F:29])[C@H:21]3[S:20][CH2:19][C:18]=2[S:33][CH2:34][S:35][C:36]2[N:37]=[N:38][NH:39][CH:40]=2)=[O:16])C2C=CC=CC=2)C=CC=CC=1.FC(F)(F)C(O)=O>ClCCl.C1(OC)C=CC=CC=1>[F:29][CH:28]([CH2:27][C:26]([NH:25][C@@H:24]1[C:23](=[O:32])[N:22]2[C:17]([C:15]([OH:16])=[O:14])=[C:18]([S:33][CH2:34][S:35][C:36]3[N:37]=[N:38][NH:39][CH:40]=3)[CH2:19][S:20][C@H:21]12)=[S:31])[F:30]. Reported procedure: To a solution of 7β-difluoromethylthioacetamido-3(1,2,3-triazol-4-ylthiomethylthio)-3-cephem-4-carboxylic acid diphenylmethyl ester (451 mg : 0.710 mMol.) in a mixture of dichloromethane (3 ml) and anisole (1.2 ml) under ice cooling is added trifluoroacetic acid (3 ml), and the mixture is stirred under ice cooling for 1 hour. The reaction mixture is concentrated to dryness and the residue is pulverized with ether, washed, and dried to give 7β-difluoromethylthioacetamido -3-(1,2,3- triazol-4-ylth... Reactants: IC (Iodomethane), COC1=NC=CC(=C1)C(C)N1C(=C(C2=CC=CC=C12)C(=O)OCC)C ((±)-ethyl 1-(1-(2-methoxypyridin-4-yl)ethyl)-2-methyl-1H-indole-3-carboxylate). Conditions: temperature 150 celsius, time 15 minute. Yields the product CC=1N(C2=CC=CC=C2C1C(=O)OCC)C(C)C1=CC(N(C=C1)C)=O (ethyl 2-methyl-1-(1-(1-methyl-2-oxo-1,2-dihydropyridin-4-yl)ethyl)-1H-indole-3-carboxylate). The yield is 100.0%. RXN SMILES: I[CH3:2].C[O:4][C:5]1[CH:10]=[C:9]([CH:11]([N:13]2[C:21]3[C:16](=[CH:17][CH:18]=[CH:19][CH:20]=3)[C:15]([C:22]([O:24][CH2:25][CH3:26])=[O:23])=[C:14]2[CH3:27])[CH3:12])[CH:8]=[CH:7][N:6]=1>>[CH3:27][C:14]1[N:13]([CH:11]([C:9]2[CH:8]=[CH:7][N:6]([CH3:2])[C:5](=[O:4])[CH:10]=2)[CH3:12])[C:21]2[C:16]([C:15]=1[C:22]([O:24][CH2:25][CH3:26])=[O:23])=[CH:17][CH:18]=[CH:19][CH:20]=2. Procedure: Iodomethane (57.94 mg, 0.408 mmol) was added to (±)-ethyl 1-(1-(2-methoxypyridin-4-yl)ethyl)-2-methyl-1H-indole-3-carboxylate (Example 39; 50 mg, 0.136 mmol). The mixture was stirred in the microwave at 150° C. for 15 minutes. The mixture was evaporated to afford the title compound which was used without further purification (50 mg, yield: 100%) as a starting alkyl carboxylate in Step 3 of Example 36 in the synthesis of certain compounds of the invention. Reactants: CC(=O)c1ccncc1, CCO, CCOC(C)=O, NNC(=O)C1CCCCC1. The product is CC(=NNC(=O)C1CCCCC1)c1ccncc1. Reaction SMILES: [C:11]([CH3:12])(=[O:13])[c:14]1[cH:15][cH:16][n:17][cH:18][cH:19]1.[CH3:20][CH2:21][OH:22].[CH3:23][CH2:24][O:25][C:26](=[O:27])[CH3:28].[CH:1]1([C:7](=[O:8])[NH:9][NH2:10])[CH2:2][CH2:3][CH2:4][CH2:5][CH2:6]1>>[CH:1]1([C:7](=[O:8])[NH:9][N:10]=[C:11]([CH3:12])[c:14]2[cH:15][cH:16][n:17][cH:18][cH:19]2)[CH2:2][CH2:3][CH2:4][CH2:5][CH2:6]1. The reactants are CCOC(C)=O, N#CCCl, CCOC(=O)c1cc2cc(C)c(Cl)cc2[nH]1, [H-], [Na+], CN(C)C=O, O. Product: CCOC(=O)c1cc2cc(C)c(Cl)cc2n1CC#N. RXN SMILES: [CH3:29][CH2:30][O:31][C:32](=[O:33])[CH3:34].[Cl:19][CH2:20][C:21]#[N:22].[Cl:1][c:2]1[c:3]([CH3:16])[cH:4][c:5]2[cH:6][c:7]([C:11](=[O:12])[O:13][CH2:14][CH3:15])[nH:8][c:9]2[cH:10]1.[H-:17].[Na+:18].[O:24]=[CH:25][N:26]([CH3:27])[CH3:28].[OH2:23]>>[Cl:1][c:2]1[c:3]([CH3:16])[cH:4][c:5]2[cH:6][c:7]([C:11](=[O:12])[O:13][CH2:14][CH3:15])[n:8]([CH2:20][C:21]#[N:22])[c:9]2[cH:10]1. Starting materials: CS(=O)(=O)c1ccc(S(=O)(=O)Cl)cc1, COC(=O)c1ccc(N)cc1, CCOC(C)=O, ClCCl. Product: COC(=O)c1ccc(NS(=O)(=O)c2ccc(S(C)(=O)=O)cc2)cc1. As a reaction SMILES: [CH3:12][S:13](=[O:14])(=[O:15])[c:16]1[cH:17][cH:18][c:19]([S:22](=[O:23])(=[O:24])[Cl:25])[cH:20][cH:21]1.[CH3:1][O:2][C:3]([c:4]1[cH:5][cH:6][c:7]([NH2:10])[cH:8][cH:9]1)=[O:11].[CH3:29][CH2:30][O:31][C:32](=[O:33])[CH3:34].[Cl:26][CH2:27][Cl:28]>>[CH3:1][O:2][C:3]([c:4]1[cH:5][cH:6][c:7]([NH:10][S:22]([c:19]2[cH:18][cH:17][c:16]([S:13]([CH3:12])(=[O:14])=[O:15])[cH:21][cH:20]2)(=[O:23])=[O:24])[cH:8][cH:9]1)=[O:11]. Starting materials: CN(C)C=O, Cc1c[nH]c(C)c1, CC(Cl)Cl. Product: Cc1cc(C)c(C=O)[nH]1. As a reaction SMILES: [CH3:12][N:13]([CH:14]=[O:15])[CH3:16].[CH3:5][c:6]1[nH:7][cH:8][c:9]([CH3:11])[cH:10]1.[Cl:1][CH:2]([Cl:3])[CH3:4]>>[CH3:5][c:6]1[nH:7][c:8]([CH:14]=[O:15])[c:9]([CH3:11])[cH:10]1. Isolated yield 97.9%. Procedure details: A solution of 1-azabicyclo[3.3.1]nonane-5-carboxylic acid ethyl ester (9.08 g, 46 mmol) in anhydrous tetrahydrofuran (25 mL) was added dropwise to a cooled (-10° C.) solution of 1.0N lithium aluminum hydride/tetrahydrofuran (50 mL, 50 mmol) in a 3-neck, 250-mL flask under nitrogen at a rate to keep the reaction temperature below, 5° C. The mixture was stirred for 15 minutes at room temperature, refluxed for 45 minutes, cooled (0° C.), and carefully treated dropwise with water (2 mL), 15% sodium ... Solvent: O1CCCC1 (tetrahydrofuran). Product: N12CCCC(CCC1)(C2)CO (1-Azabicyclo[3.3.1]nonane-5-methanol). Run at time 15 minute. Reaction SMILES: C([O:3][C:4]([C:6]12[CH2:14][N:10]([CH2:11][CH2:12][CH2:13]1)[CH2:9][CH2:8][CH2:7]2)=O)C.[H-].[Al+3].[Li+].[H-].[H-].[H-].O1CCCC1.O.[OH-].[Na+]>O1CCCC1>[N:10]12[CH2:14][C:6]([CH2:4][OH:3])([CH2:13][CH2:12][CH2:11]1)[CH2:7][CH2:8][CH2:9]2 |f:1.2.3.4.5.6.7,9.10|. The reactants are C(C)OC(=O)C12CCCN(CCC1)C2 (1-azabicyclo[3.3.1]nonane-5-carboxylic acid ethyl ester), [H-].[Al+3].[Li+].[H-].[H-].[H-].O1CCCC1 (lithium aluminum hydride tetrahydrofuran), O (water), [OH-].[Na+] (sodium hydroxide), O (water). Reactants: C(C)P(O)(=O)CCCO (ethyl(3-hydroxypropyl)phosphinic acid), C(CCC)O (butanol), O (water). Run in C1(=CC=CC=C1)C (toluene). The product is C(C)P(OCCCC)(=O)CCCO (butyl ethyl(3-hydroxy-propyl)phosphinate). The yield is 83.9%. Reaction SMILES: [CH2:1]([P:3]([CH2:6][CH2:7][CH2:8][OH:9])(=[O:5])[OH:4])[CH3:2].[CH2:10](O)[CH2:11][CH2:12][CH3:13].O>C1(C)C=CC=CC=1>[CH2:1]([P:3]([CH2:6][CH2:7][CH2:8][OH:9])(=[O:4])[O:5][CH2:10][CH2:11][CH2:12][CH3:13])[CH3:2]. Procedure: 456 g (3 mol) of ethyl-3-hydroxypropylphosphinic acid (produced as in Example 10) are at 85° C. dissolved in 400 ml of toluene and admixed with 888 g (12 mol) of butanol. At a reaction temperature of about 100° C., the water formed is removed by azeotropic distillation to obtain 524 g (84% of theory) of butyl ethyl(3-hydroxy-propyl)phosphinate purified by distillation at reduced pressure.